From a dataset of the Open Reaction Database (ORD), a public repository of structured organic reaction records. describe an organic reaction: reactants, conditions, products, and yield Starting materials: FC1=CC=C2C(=NNC2=C1)CN1CCN(CC1)C(CC1=CC=CC=C1)=O (6-fluoro-3-[4-(2-phenylacetyl)piperazin-1-ylmethyl]-1H-indazole), [H-].[H-].[H-].[H-].[Li+].[Al+3] (LiAlH4), solution. Solvent: CCOC(=O)C (EtOAc), [OH-].[Na+] (NaOH), C1CCOC1 (THF), C1CCOC1 (THF). Run at temperature 40 celsius, time 1 hour. The product is FC1=CC=C2C(=NNC2=C1)CN1CCN(CC1)CCC1=CC=CC=C1 (6-Fluoro-3-[4-(2-phenylethyl)piperazin-1-ylmethyl]-1H-indazole). Yield: 87.3%. RXN SMILES: [F:1][C:2]1[CH:10]=[C:9]2[C:5]([C:6]([CH2:11][N:12]3[CH2:17][CH2:16][N:15]([C:18](=O)[CH2:19][C:20]4[CH:25]=[CH:24][CH:23]=[CH:22][CH:21]=4)[CH2:14][CH2:13]3)=[N:7][NH:8]2)=[CH:4][CH:3]=1.[H-].[H-].[H-].[H-].[Li+].[Al+3]>C1COCC1.CCOC(C)=O.[OH-].[Na+]>[F:1][C:2]1[CH:10]=[C:9]2[C:5]([C:6]([CH2:11][N:12]3[CH2:13][CH2:14][N:15]([CH2:18][CH2:19][C:20]4[CH:25]=[CH:24][CH:23]=[CH:22][CH:21]=4)[CH2:16][CH2:17]3)=[N:7][NH:8]2)=[CH:4][CH:3]=1 |f:1.2.3.4.5.6,9.10|. Procedure details: A solution of 6-fluoro-3-[4-(2-phenylacetyl)piperazin-1-ylmethyl]-1H-indazole (156 mg, 0.44 mmol) in THF (5 mL) was treated with LiAlH4 (0.44 mL of a 1.0M solution in THF, 0.44 mmol) and heated at 40° C. for 16 h. The solution was cooled, diluted with EtOAc (50 mL), 2M aqueous NaOH was added (200 mL) and the resulting suspension was stirred for 1 h at 20° C., filtered, concentrated and the residue purified by flash chromatography (EtOAc→10% MeOH in EtOAc) to give the title compound (130 mg, 87%)... Starting materials: Cc1cc(C)cc(C(=O)c2[nH]c(=O)[nH]c(=O)c2C(C)C)c1, ClCc1cccnc1. Product: Cc1cc(C)cc(C(=O)c2c(C(C)C)c(=O)[nH]c(=O)n2Cc2cccnc2)c1. As a reaction SMILES: [CH:1]([CH3:2])([CH3:3])[c:4]1[c:5](=[O:21])[nH:6][c:7](=[O:20])[nH:8][c:9]1[C:10]([c:11]1[cH:12][c:13]([CH3:18])[cH:14][c:15]([CH3:17])[cH:16]1)=[O:19].[cH:22]1[c:23]([CH2:28][Cl:29])[cH:24][cH:25][cH:26][n:27]1>>[CH:1]([CH3:2])([CH3:3])[c:4]1[c:5](=[O:21])[nH:6][c:7](=[O:20])[n:8]([CH2:28][c:23]2[cH:22][n:27][cH:26][cH:25][cH:24]2)[c:9]1[C:10]([c:11]1[cH:12][c:13]([CH3:18])[cH:14][c:15]([CH3:17])[cH:16]1)=[O:19].